From a dataset of the Open Reaction Database (ORD), a public repository of structured organic reaction records. describe an organic reaction: reactants, conditions, products, and yield Reactants: piperidinomethyl polystyrene, ClC1=C(C=CC=C1)N1C(=CC=2CNCCC21)C2=CC=C(C=C2)OC (1-(2-chlorophenyl)-2-(4-methoxyphenyl)-4,5,6,7-tetrahydro-1H-pyrrolo [3.2-c]pyridine), CS(=O)(=O)Cl (methanesulfonyl chloride). The solvent is ClCCl (dichloromethane). Run at time 4 hour. Yields the product ClC1=C(C=CC=C1)N1C(=CC=2CN(CCC21)S(=O)(=O)C)C2=CC=C(C=C2)OC (1-(2-chlorophenyl)-2-(4-methoxyphenyl)-5-(methylsulfonyl)-4,5,6,7-tetrahydro-1H-pyrrolo-[3,2-c]pyridine). Isolated yield 40.0%. RXN SMILES: [Cl:1][C:2]1[CH:7]=[CH:6][CH:5]=[CH:4][C:3]=1[N:8]1[C:16]2[CH2:15][CH2:14][NH:13][CH2:12][C:11]=2[CH:10]=[C:9]1[C:17]1[CH:22]=[CH:21][C:20]([O:23][CH3:24])=[CH:19][CH:18]=1.[CH3:25][S:26](Cl)(=[O:28])=[O:27]>ClCCl>[Cl:1][C:2]1[CH:7]=[CH:6][CH:5]=[CH:4][C:3]=1[N:8]1[C:16]2[CH2:15][CH2:14][N:13]([S:26]([CH3:25])(=[O:28])=[O:27])[CH2:12][C:11]=2[CH:10]=[C:9]1[C:17]1[CH:18]=[CH:19][C:20]([O:23][CH3:24])=[CH:21][CH:22]=1. Procedure details: To an 8-mL vial charged with piperidinomethyl polystyrene (3.57 mmol/g, 99.2 mg, 0.354 mmol) and a solution of 1-(2-chlorophenyl)-2-(4-methoxyphenyl)-4,5,6,7-tetrahydro-1H-pyrrolo[3,2-c]pyridine (Example 2), 40.0 mg, 0.118 mmol) in 4 mL dichloromethane was added methanesulfonyl chloride (18.2 μL, 0.236 mmol). The reaction mixture was mixed by orbital shaking for 4 h. The solid was removed by filtration. The filtrate was evaporated, and the residue was purified by preparative reversed-phase HPLC ... Starting materials: [Si](C)(C)(C(C)(C)C)OCC1CN(CCC1)C1=CC=C(C(=N1)C(=O)NC=1C(=C(C(=O)OC)C=CC1C)C)C (methyl 3-[[6-[3-[[tert-butyl(dimethyl)silyl]oxymethyl]-1-piperidyl]-3-methyl-pyridine-2-carbonyl]amino]-2,4-dimethyl-benzoate), [N+](CCCC)(CCCC)(CCCC)CCCC.[F-] (Bu4NF). Solvent: C1CCOC1 (THF), C1CCOC1 (THF), ice water. The yield is 115.1%. Reaction conditions: time 8 hour. As a reaction SMILES: [Si]([O:8][CH2:9][CH:10]1[CH2:15][CH2:14][CH2:13][N:12]([C:16]2[N:21]=[C:20]([C:22]([NH:24][C:25]3[C:26]([CH3:36])=[C:27]([CH:32]=[CH:33][C:34]=3[CH3:35])[C:28]([O:30][CH3:31])=[O:29])=[O:23])[C:19]([CH3:37])=[CH:18][CH:17]=2)[CH2:11]1)(C(C)(C)C)(C)C.[N+](CCCC)(CCCC)(CCCC)CCCC.[F-]>C1COCC1>[OH:8][CH2:9][CH:10]1[CH2:15][CH2:14][CH2:13][N:12]([C:16]2[N:21]=[C:20]([C:22]([NH:24][C:25]3[C:26]([CH3:36])=[C:27]([CH:32]=[CH:33][C:34]=3[CH3:35])[C:28]([O:30][CH3:31])=[O:29])=[O:23])[C:19]([CH3:37])=[CH:18][CH:17]=2)[CH2:11]1 |f:1.2|. The product is OCC1CN(CCC1)C1=CC=C(C(=N1)C(=O)NC=1C(=C(C(=O)OC)C=CC1C)C)C (methyl 3-[[6-[3-(hydroxymethyl)-1-piperidyl]-3-methyl-pyridine-2-carbonyl]amino]-2,4-dimethyl-benzoate). Procedure details: To a solution of methyl 3-[[6-[3-[[tert-butyl(dimethyl)silyl]oxymethyl]-1-piperidyl]-3-methyl-pyridine-2-carbonyl]amino]-2,4-dimethyl-benzoate (0.20 g, 0.38 mmol) in THF (4 ml) is added Bu4NF 1.0 M in THF (1.5 ml) at 0° C. The reaction mixture is gradually warmed to ambient temperature. After 8 hours, the reaction mixture is diluted with ice-water and extracted with ethyl acetate. The organic layers are combined, dried over sodium sulfate, filtered, and concentrated under reduced pressure. The r... Starting materials: NC(=O)NC(=O)c1cccs1, NC1CCN(Cc2ccc3ccccc3c2)CC1, c1ccncc1. Product: O=C(NC(=O)c1cccs1)NC1CCN(Cc2ccc3ccccc3c2)CC1. Reaction SMILES: [C:19](=[O:20])([c:21]1[cH:22][cH:23][cH:24][s:25]1)[NH:26][C:27](=[O:28])[NH2:29].[NH2:1][CH:2]1[CH2:3][CH2:4][N:5]([CH2:8][c:9]2[cH:10][c:11]3[cH:12][cH:13][cH:14][cH:15][c:16]3[cH:17][cH:18]2)[CH2:6][CH2:7]1.[cH:30]1[cH:31][cH:32][n:33][cH:34][cH:35]1>>[NH:1]([CH:2]1[CH2:3][CH2:4][N:5]([CH2:8][c:9]2[cH:10][c:11]3[cH:12][cH:13][cH:14][cH:15][c:16]3[cH:17][cH:18]2)[CH2:6][CH2:7]1)[C:27]([NH:26][C:19](=[O:20])[c:21]1[cH:22][cH:23][cH:24][s:25]1)=[O:28]. The reactants are solution, Cl (hydrogen chloride), NC=1SC(=C(N1)C1=CC(=CC(=C1)C)C)C1=CC(=NC=C1)NCC1=CC=CC=C1 (N-[4-[2-amino-4-(3,5-dimethylphenyl)-1,3-thiazol-5-yl]-2-pyridyl]benzylamine). Solvent: CO (methanol), CO (methanol). Run at time 5 hour. Yields the product Cl.Cl.NC=1SC(=C(N1)C1=CC(=CC(=C1)C)C)C1=CC(=NC=C1)NCC1=CC=CC=C1 (N-[4-[2-amino-4-(3,5-dimethylphenyl)-1,3-thiazol-5-yl]-2-pyridyl]benzylamine dihydrochloride). Isolated yield 76.0%. Reaction SMILES: [ClH:1].[NH2:2][C:3]1[S:4][C:5]([C:16]2[CH:21]=[CH:20][N:19]=[C:18]([NH:22][CH2:23][C:24]3[CH:29]=[CH:28][CH:27]=[CH:26][CH:25]=3)[CH:17]=2)=[C:6]([C:8]2[CH:13]=[C:12]([CH3:14])[CH:11]=[C:10]([CH3:15])[CH:9]=2)[N:7]=1>CO>[ClH:1].[ClH:1].[NH2:2][C:3]1[S:4][C:5]([C:16]2[CH:21]=[CH:20][N:19]=[C:18]([NH:22][CH2:23][C:24]3[CH:29]=[CH:28][CH:27]=[CH:26][CH:25]=3)[CH:17]=2)=[C:6]([C:8]2[CH:13]=[C:12]([CH3:14])[CH:11]=[C:10]([CH3:15])[CH:9]=2)[N:7]=1 |f:3.4.5|. Procedure: A 10% solution of hydrogen chloride in methanol (10 mL) was added to a suspension of N-[4-[2-amino-4-(3,5-dimethylphenyl)-1,3-thiazol-5-yl]-2-pyridyl]benzylamine (0.80 g, 2.1 mmol) in methanol (50 mL) and the mixture was stirred at room temperature for 5 hours. The solvent was distilled off and the residue was recrystallized from methanol-ethyl acetate to obtain 0.73 g (1.6 mmol, yield 76%) to obtain the title compound. The reactants are [Al+3], C1CCOC1, CCOC(=O)c1cnn(Cc2ccccc2)c1, [H-], [H-], [H-], [H-], [Li+]. The product is OCc1cnn(Cc2ccccc2)c1. As a reaction SMILES: [Al+3:2].[CH2:24]1[O:25][CH2:26][CH2:27][CH2:28]1.[CH2:7]([c:8]1[cH:9][cH:10][cH:11][cH:12][cH:13]1)[n:14]1[n:15][cH:16][c:17]([C:19](=[O:20])[O:21][CH2:22][CH3:23])[cH:18]1.[H-:1].[H-:4].[H-:5].[H-:6].[Li+:3]>>[CH2:7]([c:8]1[cH:9][cH:10][cH:11][cH:12][cH:13]1)[n:14]1[n:15][cH:16][c:17]([CH2:19][OH:20])[cH:18]1. Starting materials: COC(C1=CC=C(C=C1)CCC1=CNC=2N=C(NC(C21)=O)N)=O (4-[2-(2-amino-4,7-dihydro-4-oxo-3H-pyrrolo[2,3-d]pyrimidin-5-yl)ethyl]benzoic acid methyl ester), Cl (hydrochloric acid), CO (methanol), O1CCCC1 (Tetrahydrofuran). The solvent is [OH-].[Na+] (sodium hydroxide). Conditions: time 4 hour. Yields the product NC=1NC(C2=C(N1)NC=C2CCC2=CC=C(C(=O)O)C=C2)=O (4-[2-(2-Amino-4,7-dihydro-4-oxo-3H-pyrrolo[2,3-d]pyrimidin-5-yl)ethyl]benzoic acid). The yield is 87.5%. RXN SMILES: C[O:2][C:3](=[O:23])[C:4]1[CH:9]=[CH:8][C:7]([CH2:10][CH2:11][C:12]2[C:20]3[C:19](=[O:21])[NH:18][C:17]([NH2:22])=[N:16][C:15]=3[NH:14][CH:13]=2)=[CH:6][CH:5]=1.CO.O1CCCC1.Cl>[OH-].[Na+]>[NH2:22][C:17]1[NH:18][C:19](=[O:21])[C:20]2[C:12]([CH2:11][CH2:10][C:7]3[CH:8]=[CH:9][C:4]([C:3]([OH:23])=[O:2])=[CH:5][CH:6]=3)=[CH:13][NH:14][C:15]=2[N:16]=1 |f:4.5|. Procedure details: A mixture of 3.17 g (10.15 mmol) of 4-[2-(2-amino-4,7-dihydro-4-oxo-3H-pyrrolo[2,3-d]pyrimidin-5-yl)ethyl]benzoic acid methyl ester, prepared in Example 3, in 30 ml of 1N aqueous sodium hydroxide and 5 ml methanol was stirred for 20 hours at room temperature. Tetrahydrofuran (5 ml) was added and the mixture was stirred for 4 hours then neutralized with 30 ml of 1N aqueous hydrochloric acid. The resulting precipitate was separated by filtration, washed with water (20 ml) and dried in a vacuum ove...